The task is: describe an organic reaction: reactants, conditions, products, and yield. This data is from the Open Reaction Database (ORD), a public repository of structured organic reaction records. Starting materials: ClCCl, O=C1C(S(=O)(=O)c2ccc(-c3nc4cc(C(F)(F)F)ccc4[nH]3)cc2)CCCCN1OC(c1ccccc1)(c1ccccc1)c1ccccc1, O=C(O)C(F)(F)F. Product: O=C1C(S(=O)(=O)c2ccc(-c3nc4cc(C(F)(F)F)ccc4[nH]3)cc2)CCCCN1O. As a reaction SMILES: [Cl:58][CH2:59][Cl:60].[F:1][C:2]([c:3]1[cH:4][c:5]2[c:6]([nH:7][c:8](-[c:10]3[cH:11][cH:12][c:13]([S:16](=[O:17])(=[O:18])[CH:19]4[C:20](=[O:46])[N:21]([O:26][C:27]([c:28]5[cH:29][cH:30][cH:31][cH:32][cH:33]5)([c:34]5[cH:35][cH:36][cH:37][cH:38][cH:39]5)[c:40]5[cH:41][cH:42][cH:43][cH:44][cH:45]5)[CH2:22][CH2:23][CH2:24][CH2:25]4)[cH:14][cH:15]3)[n:9]2)[cH:47][cH:48]1)([F:49])[F:50].[F:51][C:52]([F:53])([F:54])[C:55]([OH:56])=[O:57]>>[F:1][C:2]([c:3]1[cH:4][c:5]2[c:6]([nH:7][c:8](-[c:10]3[cH:11][cH:12][c:13]([S:16](=[O:17])(=[O:18])[CH:19]4[C:20](=[O:46])[N:21]([OH:26])[CH2:22][CH2:23][CH2:24][CH2:25]4)[cH:14][cH:15]3)[n:9]2)[cH:47][cH:48]1)([F:49])[F:50]. The reactants are ClC1=NC=C(C=N1)C(=O)O (2-Chloro-pyrimidine-5-carboxylic acid), C(C(=O)Cl)(=O)Cl (oxalyl chloride), FC1=CC=C(N)C=C1 (4-fluoroaniline). Reagents/catalysts: CN(C=O)C (dimethylformamide). The solvent is ClCCl (dichloromethane). Run at time 18 hour. The product is FC1=CC=C(C=C1)NC(=O)C1(NC=CC=N1)Cl (N-(4-fluorophenyl)-2-chloro-pyrimidinamide). The yield is 68.0%. As a reaction SMILES: [Cl:1][C:2]1[N:7]=[CH:6][C:5](C(O)=O)=[CH:4][N:3]=1.[C:11](Cl)(=[O:15])C(Cl)=O.[F:17][C:18]1[CH:24]=[CH:23][C:21]([NH2:22])=[CH:20][CH:19]=1>ClCCl.CN(C)C=O>[F:17][C:18]1[CH:24]=[CH:23][C:21]([NH:22][C:11]([C:2]2([Cl:1])[N:3]=[CH:4][CH:5]=[CH:6][NH:7]2)=[O:15])=[CH:20][CH:19]=1. Reported procedure: 2-Chloro-pyrimidine-5-carboxylic acid 1 (3.16 g, 20 mmol) was suspended in dichloromethane (40 mL), and oxalyl chloride (3.30 g, 26 mmol) was added, followed by dimethylformamide (3 drops) as catalyst. The reaction started to vigorously evolve gas. The reaction was heated to reflux for 1 hour, then allowed to cool to room temperature. 4-fluoroaniline was added, vigorous bubbling was seen again, and the reaction mixture warmed up considerably. Triethylamine was added, and a flocculent precipitate...